Dataset: the Open Reaction Database (ORD), a public repository of structured organic reaction records. Task: describe an organic reaction: reactants, conditions, products, and yield Starting materials: C(C)(=O)OCC(C(C(OC1=CC=C(C=C1)Cl)Br)=O)(C)C (4-acetoxy-1-bromo-1-(4-chlorophenoxy)-3,3-dimethyl-butan-2-one), N1N=CN=C1 (1,2,4-triazole), 30g, C([O-])([O-])=O.[K+].[K+] (potassium carbonate), O.O.O.O.O.O.O.O.C1(=CC=CC=2C(=CC=CC12)S(=O)(=O)O)S(=O)(=O)O (1,5-naphthalenedisulphonic acid octahydrate). Run in CC(=O)C (acetone), CC(=O)C (acetone), CC(=O)C (acetone). The product is C1(=CC=CC=2C(=CC=CC12)S(=O)(=O)O)S(=O)(=O)O.C(C)(=O)OCC(C(C(N1N=CN=C1)OC1=CC=C(C=C1)Cl)=O)(C)C (4-acetoxy-1-(4-chloro-phenoxy)-3,3-dimethyl-1-(1,2,4-triazol-1-yl)-butan-2-one 1,5-naphthalenedisulphonate). Isolated yield 70.3%. As a reaction SMILES: [C:1]([O:4][CH2:5][C:6]([CH3:20])([CH3:19])[C:7](=[O:18])[CH:8](Br)[O:9][C:10]1[CH:15]=[CH:14][C:13]([Cl:16])=[CH:12][CH:11]=1)(=[O:3])[CH3:2].[NH:21]1[CH:25]=[N:24][CH:23]=[N:22]1.C(=O)([O-])[O-].[K+].[K+].O.O.O.O.O.O.O.O.[C:40]1([S:54]([OH:57])(=[O:56])=[O:55])[C:49]2[CH:48]=[CH:47][CH:46]=[C:45]([S:50]([OH:53])(=[O:52])=[O:51])[C:44]=2[CH:43]=[CH:42][CH:41]=1>CC(C)=O>[C:40]1([S:54]([OH:57])(=[O:56])=[O:55])[C:49]2[CH:48]=[CH:47][CH:46]=[C:45]([S:50]([OH:53])(=[O:52])=[O:51])[C:44]=2[CH:43]=[CH:42][CH:41]=1.[C:1]([O:4][CH2:5][C:6]([CH3:20])([CH3:19])[C:7](=[O:18])[CH:8]([O:9][C:10]1[CH:15]=[CH:14][C:13]([Cl:16])=[CH:12][CH:11]=1)[N:21]1[CH:25]=[N:24][CH:23]=[N:22]1)(=[O:3])[CH3:2] |f:2.3.4,5.6.7.8.9.10.11.12.13,15.16|. Procedure: A solution of 36.3 g (0.2 mol) of crude 4-acetoxy-1-bromo-1-(4-chlorophenoxy)-3,3-dimethyl-butan-2-one in 50 ml of acetone was added dropwise, at the boil, to a suspension of 21 g (0.3 mol) of 1,2,4-triazole and 30g (0.2 mol) of potassium carbonate in 200 ml of acetone. After heating for 15 hours under reflux, the mixture was filtered and the filtrate was concentrated by distilling off the solvent in vacuo. The residue was taken up in 200 ml of methylene chloride and the solution was washed thre... Reactants: BrC=1C2=CC=CC=C2C(=C2C=CC=CC12)C1=CC(=CC(=C1)C1=CC=CC=C1)C1=CC=CC=C1 (9-bromo-10-(3,5-diphenylphenyl)anthracene), resultant mixture, C1(=CC=CC=C1)C(=CC1=CC=C(C=C1)OB(O)O)C1=CC=CC=C1 (4-(2,2-diphenylvinyl)phenylboric acid), aqueous solution, C([O-])([O-])=O.[Na+].[Na+] (sodium carbonate). The reagents and catalysts are C=1C=CC(=CC1)[P](C=2C=CC=CC2)(C=3C=CC=CC3)[Pd]([P](C=4C=CC=CC4)(C=5C=CC=CC5)C=6C=CC=CC6)([P](C=7C=CC=CC7)(C=8C=CC=CC8)C=9C=CC=CC9)[P](C=1C=CC=CC1)(C=1C=CC=CC1)C=1C=CC=CC1 (tetrakis(triphenylphosphine)palladium(0)). Solvent: C1(=CC=CC=C1)C (toluene). Yields the product C1(=CC=CC=C1)C(=CC1=CC=C(C=C1)C=1C2=CC=CC=C2C(=C2C=CC=CC12)C1=CC(=CC(=C1)C1=CC=CC=C1)C1=CC=CC=C1)C1=CC=CC=C1 (9-(4-(2,2-diphenylvinyl)phenyl)-10-(3,5-diphenylphenyl)-anthracene). Yield: 81.0%. RXN SMILES: Br[C:2]1[C:3]2[C:8]([C:9]([C:16]3[CH:21]=[C:20]([C:22]4[CH:27]=[CH:26][CH:25]=[CH:24][CH:23]=4)[CH:19]=[C:18]([C:28]4[CH:33]=[CH:32][CH:31]=[CH:30][CH:29]=4)[CH:17]=3)=[C:10]3[C:15]=1[CH:14]=[CH:13][CH:12]=[CH:11]3)=[CH:7][CH:6]=[CH:5][CH:4]=2.[C:34]1([C:40]([C:52]2[CH:57]=[CH:56][CH:55]=[CH:54][CH:53]=2)=[CH:41][C:42]2[CH:47]=[CH:46][C:45](OB(O)O)=[CH:44][CH:43]=2)[CH:39]=[CH:38][CH:37]=[CH:36][CH:35]=1.C(=O)([O-])[O-].[Na+].[Na+]>C1(C)C=CC=CC=1.C1C=CC([P]([Pd]([P](C2C=CC=CC=2)(C2C=CC=CC=2)C2C=CC=CC=2)([P](C2C=CC=CC=2)(C2C=CC=CC=2)C2C=CC=CC=2)[P](C2C=CC=CC=2)(C2C=CC=CC=2)C2C=CC=CC=2)(C2C=CC=CC=2)C2C=CC=CC=2)=CC=1>[C:34]1([C:40]([C:52]2[CH:57]=[CH:56][CH:55]=[CH:54][CH:53]=2)=[CH:41][C:42]2[CH:47]=[CH:46][C:45]([C:2]3[C:3]4[C:8]([C:9]([C:16]5[CH:21]=[C:20]([C:22]6[CH:23]=[CH:24][CH:25]=[CH:26][CH:27]=6)[CH:19]=[C:18]([C:28]6[CH:33]=[CH:32][CH:31]=[CH:30][CH:29]=6)[CH:17]=5)=[C:10]5[C:15]=3[CH:14]=[CH:13][CH:12]=[CH:11]5)=[CH:7][CH:6]=[CH:5][CH:4]=4)=[CH:44][CH:43]=2)[CH:39]=[CH:38][CH:37]=[CH:36][CH:35]=1 |f:2.3.4,^1:74,76,95,114|. Reported procedure: Under an atmosphere of argon, 9-bromo-10-(3,5-diphenylphenyl)anthracene (3.9 g, 8.0 mmole), 4-(2,2-diphenylvinyl)phenylboric acid (2.7 g, 9.0 mmole, 1.1 eq) and tetrakis(triphenylphosphine)palladium(0) (0.18 g, 0.16 mmole, 2% Pd) were suspended in toluene (30 ml). To the obtained suspension, a 2M aqueous solution of sodium carbonate (2.9 g, 27 mmole, 3 eq/15 ml) was added, and the resultant mixture was refluxed for 10 hours. An organic layer was separated from the reaction mixture, washed with a... Starting materials: Cl (Hydrogen chloride), [Na] (sodium), OC1=NC(=C(C(=N1)C)Cl)Cl (2-hydroxy-4-methyl-5,6-dichloropyrimidine), CO (methanol). The product is OC1=NC(=C(C(=N1)C)Cl)OC (2-hydroxy-4-methyl-5-chloro-6-methoxy-pyrimidine). Isolated yield 59.0%. Reaction SMILES: Cl.[Na].[OH:3][C:4]1[N:9]=[C:8]([CH3:10])[C:7]([Cl:11])=[C:6](Cl)[N:5]=1.[CH3:13][OH:14]>>[OH:3][C:4]1[N:9]=[C:8]([CH3:10])[C:7]([Cl:11])=[C:6]([O:14][CH3:13])[N:5]=1 |^1:1|. Procedure details: Hydrogen chloride gas was passed into a suspension of 80.4 g (0.4 mole) of the sodium salt of 2-hydroxy-4-methyl-5,6-dichloropyrimidine in 600 ml of methanol until the mixture reacted strongly acid. The mixture was then stirred for a further hour and thereafter the solvent was distilled off in vacuo. The residue was triturated with 50 ml of water and filtered off. 41.3 g (59% of theory) of 2-hydroxy-4-methyl-5-chloro-6-methoxy-pyrimidine were obtained in the form of a beige powder of melting poi... The reactants are CCOC(C)=O, Cl, [Na+], [OH-], O, O=C([O-])NC1CCN(CCCOCCc2ccc3sccc3c2)C1. The product is NC1CCN(CCCOCCc2ccc3sccc3c2)C1. RXN SMILES: [CH3:29][CH2:30][O:31][C:32](=[O:33])[CH3:34].[ClH:25].[Na+:28].[OH-:27].[OH2:26].[s:1]1[cH:2][cH:3][c:4]2[c:5]1[cH:6][cH:7][c:8]([CH2:10][CH2:11][O:12][CH2:13][CH2:14][CH2:15][N:16]1[CH2:17][CH:18]([NH:21][C:22](=[O:23])[O-:24])[CH2:19][CH2:20]1)[cH:9]2>>[s:1]1[cH:2][cH:3][c:4]2[c:5]1[cH:6][cH:7][c:8]([CH2:10][CH2:11][O:12][CH2:13][CH2:14][CH2:15][N:16]1[CH2:17][CH:18]([NH2:21])[CH2:19][CH2:20]1)[cH:9]2.